From a dataset of the Open Reaction Database (ORD), a public repository of structured organic reaction records. describe an organic reaction: reactants, conditions, products, and yield Yields the product CC12CCC3C(CCC4CC=CCC43C)C1CCC2C#N. Reaction SMILES: [C:1]([NH2:2])(=[O:3])[CH:4]1[C:5]2([CH3:6])[CH:7]([CH2:8][CH2:9]1)[CH:10]1[CH2:11][CH2:12][CH:13]3[CH2:14][CH:15]=[CH:16][CH2:17][C:18]3([CH3:19])[CH:20]1[CH2:21][CH2:22]2.[CH:23]([Cl:24])([Cl:25])[Cl:26]>>[C:1](#[N:2])[CH:4]1[C:5]2([CH3:6])[CH:7]([CH2:8][CH2:9]1)[CH:10]1[CH2:11][CH2:12][CH:13]3[CH2:14][CH:15]=[CH:16][CH2:17][C:18]3([CH3:19])[CH:20]1[CH2:21][CH2:22]2. Reactants: CC12CC=CCC1CCC1C2CCC2(C)C(C(N)=O)CCC12, ClC(Cl)Cl. Reactants: C[Li] (methyllithium), solution, [Cl-].[NH4+] (ammonium chloride), CC1=CC=2C3(C(=NC2C=C1)C1=CC=CC=C1C3)C (9b,10-dihydro-8,9b-dimethylindeno[1,2-b]indole), [Cl-].[NH4+] (ammonium chloride). Solvent: C(C)OCC (diethyl ether), CCOCC (ether), O1CCCC1 (tetrahydrofuran). Run at temperature -78 celsius, time 2 hour. The product is C[C@]12NC=3C=CC(=CC3[C@]1(CC1=CC=CC=C12)C)C (cis-4b,5,9b,10-Tetrahydro-4b,8,9b-trimethylindeno[1,2-b]indole). Reaction SMILES: [CH3:1][C:2]1[CH:10]=[CH:9][C:8]2[N:7]=[C:6]3[C:11]4[C:16]([CH2:17][C:5]3([CH3:18])[C:4]=2[CH:3]=1)=[CH:15][CH:14]=[CH:13][CH:12]=4.[CH3:19][Li].[Cl-].[NH4+]>O1CCCC1.C(OCC)C>[CH3:19][C@@:6]12[C:11]3[C:16](=[CH:15][CH:14]=[CH:13][CH:12]=3)[CH2:17][C@:5]1([CH3:18])[C:4]1[CH:3]=[C:2]([CH3:1])[CH:10]=[CH:9][C:8]=1[NH:7]2 |f:2.3|. Reported procedure: To a solution of 9b,10-dihydro-8,9b-dimethylindeno[1,2-b]indole, (5.05 g, 0.022 mol) in dry tetrahydrofuran (100 cm3) at -78° C., under nitrogen, in a flame dried flask, was added dropwise methyllithium, (1.4M solution in diethyl ether, 23.2 cm3, 0.032 mol). The mixture was stirred at -78° C. for 2 hours and then at -15° C. for a further 1 hour. Saturated ammonium chloride solution (3 cm ) was then added and the mixture allowed to warm to room temperature. The reaction mixture was portioned betw... Starting materials: C1(=CC=C(C=C1)S(=O)(=O)N1CC2=C(CC1)OC=C2)\C=C/C2=CC=CC=C2 ((Z)-5-(4-stilbenesulfonyl)-4,5,6,7-tetrahydrofuro[3,2-c]pyridine), CNC (dimethylamine), C=O (formaldehyde). Run in C(C)(=O)O (acetic acid). Reaction conditions: temperature 100 celsius, time 0.5 hour. Product: CN(C)CC1=CC=2CN(CCC2O1)S(=O)(=O)C1=CC=C(C=C1)\C=C/C1=CC=CC=C1 ((Z)-N,N-dimethyl-[5-(4-stilbenesulfonyl)-4,5,6,7-tetrahydrofuro[3,2-c]pyridin-2-ylmethyl]amine). RXN SMILES: [C:1]1(/[CH:19]=[CH:20]\[C:21]2[CH:26]=[CH:25][CH:24]=[CH:23][CH:22]=2)[CH:6]=[CH:5][C:4]([S:7]([N:10]2[CH2:15][CH2:14][C:13]3[O:16][CH:17]=[CH:18][C:12]=3[CH2:11]2)(=[O:9])=[O:8])=[CH:3][CH:2]=1.[CH3:27][NH:28][CH3:29].[CH2:30]=O>C(O)(=O)C>[CH3:27][N:28]([CH2:30][C:17]1[O:16][C:13]2[CH2:14][CH2:15][N:10]([S:7]([C:4]3[CH:5]=[CH:6][C:1](/[CH:19]=[CH:20]\[C:21]4[CH:22]=[CH:23][CH:24]=[CH:25][CH:26]=4)=[CH:2][CH:3]=3)(=[O:9])=[O:8])[CH2:11][C:12]=2[CH:18]=1)[CH3:29]. Procedure details: To a solution of 0.153 g (0.419 mmol) of (Z)-5-(4-stilbenesulfonyl)-4,5,6,7-tetrahydrofuro[3,2-c]pyridine in 10 ml of acetic acid, 57 mg (0.63 mmol) of 50% aqueous dimethylamine and 51 mg (0.63 mmol) of 37% aqueous formaldehyde were added, followed by stirring at 100° C. for 0.5 hours. After the solvent was distilled off under reduced pressure, the residual solution was alkalified with aqueous sodium hydroxide and extracted with ethyl acetate 3 times. The combined organic layer was dried over an... Product: O=C(O)c1cc(F)c(N2CCCC2)nc1NC1CC1. As a reaction SMILES: [CH2:28]1[O:29][CH2:30][CH2:31][CH2:32]1.[CH3:24][OH:25].[CH:1]1([NH:4][c:5]2[n:6][c:7]([N:17]3[CH2:18][CH2:19][CH2:20][CH2:21]3)[c:8]([F:16])[cH:9][c:10]2[C:11](=[O:12])[O:13][CH2:14][CH3:15])[CH2:2][CH2:3]1.[ClH:26].[Na+:23].[OH-:22].[OH2:27]>>[CH:1]1([NH:4][c:5]2[n:6][c:7]([N:17]3[CH2:18][CH2:19][CH2:20][CH2:21]3)[c:8]([F:16])[cH:9][c:10]2[C:11](=[O:12])[OH:13])[CH2:2][CH2:3]1. Reactants: C1CCOC1, CO, CCOC(=O)c1cc(F)c(N2CCCC2)nc1NC1CC1, Cl, [Na+], [OH-], O.